Dataset: the Open Reaction Database (ORD), a public repository of structured organic reaction records. Task: describe an organic reaction: reactants, conditions, products, and yield The reactants are CCOCC, CCCCCNc1cccc(C(=O)OC)c1C(=O)OC, O=Cc1cccnc1. The product is COC(=O)c1cccc(NCc2cccnc2)c1C(=O)OC. RXN SMILES: [CH3:29][CH2:30][O:31][CH2:32][CH3:33].[CH3:9][O:10][C:11]([c:12]1[c:13]([C:14](=[O:15])[O:16][CH3:17])[c:18]([NH:22][CH2:23][CH2:24][CH2:25][CH2:26][CH3:27])[cH:19][cH:20][cH:21]1)=[O:28].[n:1]1[cH:2][c:3]([CH:7]=[O:8])[cH:4][cH:5][cH:6]1>>[n:1]1[cH:2][c:3]([CH2:7][NH:22][c:18]2[c:13]([C:14](=[O:15])[O:16][CH3:17])[c:12]([C:11]([O:10][CH3:9])=[O:28])[cH:21][cH:20][cH:19]2)[cH:4][cH:5][cH:6]1. The reactants are Cc1cc(Br)ccc1O, O=C([O-])[O-], COC(CBr)OC, CCOC(C)=O, [K+], [K+], CN(C)C=O, O. Yields the product COC(COc1ccc(Br)cc1C)OC. RXN SMILES: [Br:7][c:8]1[cH:9][c:10]([CH3:15])[c:11]([OH:14])[cH:12][cH:13]1.[C:1](=[O:2])([O-:3])[O-:4].[CH3:16][O:17][CH:18]([CH2:19][Br:20])[O:21][CH3:22].[CH3:29][CH2:30][O:31][C:32]([CH3:33])=[O:34].[K+:5].[K+:6].[O:24]=[CH:25][N:26]([CH3:27])[CH3:28].[OH2:23]>>[Br:7][c:8]1[cH:9][c:10]([CH3:15])[c:11]([O:14][CH2:19][CH:18]([O:17][CH3:16])[O:21][CH3:22])[cH:12][cH:13]1. The product is COC(=O)C12CN(Cc3ccccc3)CC1C(O)(c1cccc(OC)c1)CCC2c1ccccc1. The reactants are COc1cccc(Br)c1, COC(=O)C12CN(Cc3ccccc3)CC1C(=O)CCC2c1ccccc1, CCOCC, [Ce+3], [Cl-], [Cl-], [Cl-], [Mg]. Reaction SMILES: [Br:1][c:2]1[cH:3][c:4]([O:8][CH3:9])[cH:5][cH:6][cH:7]1.[CH3:15][O:16][C:17](=[O:18])[C:19]12[CH2:20][N:21]([CH2:35][c:36]3[cH:37][cH:38][cH:39][cH:40][cH:41]3)[CH2:22][CH:23]1[C:24](=[O:34])[CH2:25][CH2:26][CH:27]2[c:28]1[cH:29][cH:30][cH:31][cH:32][cH:33]1.[CH3:42][CH2:43][O:44][CH2:45][CH3:46].[Ce+3:12].[Cl-:11].[Cl-:13].[Cl-:14].[Mg:10]>>[c:2]1([C:24]2([OH:34])[CH:23]3[C:19]([C:17]([O:16][CH3:15])=[O:18])([CH2:20][N:21]([CH2:35][c:36]4[cH:37][cH:38][cH:39][cH:40][cH:41]4)[CH2:22]3)[CH:27]([c:28]3[cH:29][cH:30][cH:31][cH:32][cH:33]3)[CH2:26][CH2:25]2)[cH:3][c:4]([O:8][CH3:9])[cH:5][cH:6][cH:7]1. Starting materials: NC=1C=C(C=NC1OC)C1=CC(=C2C=NN(C2=C1)S(=O)(=O)C1=CC=C(C=C1)C)NC(=O)C=1N=C(SC1)CN1C[C@H](O[C@H](C1)C)C (N-{6-[5-Amino-6-(methyloxy)-3-pyridinyl]-1-[(4-methylphenyl)sulfonyl]-1H-indazol-4-yl}-2-{[(2R,6S)-2,6-dimethyl-4-morpholinyl]methyl}-1,3-thiazole-4-carboxamide), Cl (HCl), C(Cl)Cl (DCM), N1N=CC(=C1)S(=O)(=O)Cl (1H-pyrazole-4-sulfonyl chloride). Run in N1=CC=CC=C1 (pyridine). Reaction conditions: time 8 hour. Yields the product C[C@@H]1CN(C[C@@H](O1)C)CC=1SC=C(N1)C(=O)NC1=C2C=NNC2=CC(=C1)C=1C=NC(=C(C1)NS(=O)(=O)C=1C=NNC1)OC (2-{[(2R,6S)-2,6-Dimethyl-4-morpholinyl]methyl}-N-(6-{6-(methyloxy)-5-[(1H-pyrazol-4-ylsulfonyl)amino]-3-pyridinyl}-1H-indazol-4-yl)-1,3-thiazole-4-carboxamide). As a reaction SMILES: [NH2:1][C:2]1[CH:3]=[C:4]([C:10]2[CH:18]=[C:17]3[C:13]([CH:14]=[N:15][N:16]3S(C3C=CC(C)=CC=3)(=O)=O)=[C:12]([NH:29][C:30]([C:32]3[N:33]=[C:34]([CH2:37][N:38]4[CH2:43][C@H:42]([CH3:44])[O:41][C@H:40]([CH3:45])[CH2:39]4)[S:35][CH:36]=3)=[O:31])[CH:11]=2)[CH:5]=[N:6][C:7]=1[O:8][CH3:9].[NH:46]1[CH:50]=[C:49]([S:51](Cl)(=[O:53])=[O:52])[CH:48]=[N:47]1.Cl.C(Cl)Cl>N1C=CC=CC=1>[CH3:45][C@H:40]1[O:41][C@@H:42]([CH3:44])[CH2:43][N:38]([CH2:37][C:34]2[S:35][CH:36]=[C:32]([C:30]([NH:29][C:12]3[CH:11]=[C:10]([C:4]4[CH:5]=[N:6][C:7]([O:8][CH3:9])=[C:2]([NH:1][S:51]([C:49]5[CH:50]=[N:46][NH:47][CH:48]=5)(=[O:53])=[O:52])[CH:3]=4)[CH:18]=[C:17]4[C:13]=3[CH:14]=[N:15][NH:16]4)=[O:31])[N:33]=2)[CH2:39]1. Procedure: N-{6-[5-Amino-6-(methyloxy)-3-pyridinyl]-1-[(4-methylphenyl)sulfonyl]-1H-indazol-4-yl}-2-{[(2R,6S)-2,6-dimethyl-4-morpholinyl]methyl}-1,3-thiazole-4-carboxamide (65 mg) was dissolved in pyridine (2 ml) and 1H-pyrazole-4-sulfonyl chloride (25 mg) was added. The reaction was stirred at RT overnight. 2M HCl (aq) (12 ml) and DCM (12 ml) were added and the reaction was vigorously stirred. The solvent was passed through a hydrophobic frit then removed under nitrogen blow down. IPA (2 ml) and 2M NaOH (... Procedure details: The title compound was synthesized according to EXAMPLE 11 from 4-aminonicotinaldehyde and 3-(2-methoxyphenyl)propionitrile. As a reaction SMILES: [NH2:1][C:2]1[C:7]([CH:8]=O)=[CH:6][N:5]=[CH:4][CH:3]=1.[CH3:10][O:11][C:12]1[CH:17]=[CH:16][CH:15]=[CH:14][C:13]=1[CH2:18][CH2:19][C:20]#[N:21]>>[CH3:10][O:11][C:12]1[CH:17]=[CH:16][CH:15]=[CH:14][C:13]=1[CH2:18][C:19]1[C:20]([NH2:21])=[N:1][C:2]2[C:7]([CH:8]=1)=[CH:6][N:5]=[CH:4][CH:3]=2. Yields the product COC1=C(CC=2C(=NC3=CC=NC=C3C2)N)C=CC=C1 (3-(2-Methoxybenzyl)-1,6-naphthyridin-2-amine). Reactants: NC1=CC=NC=C1C=O (4-aminonicotinaldehyde), COC1=C(C=CC=C1)CCC#N (3-(2-methoxyphenyl)propionitrile). Starting materials: N1=CC=C(C=C1)C12C(=C(C(C3=CC(=C(C=C13)OC)OC)O2)C(=O)OC)C(=O)OC (1-(4-Pyridyl)- 2,3-bis(methoxycarbonyl)-6,7-dimethoxy-1,4-epoxy-1,4-dihydronaphthalene), FB(F)F (trifluoroborane), C(C)OCC (diethyl ether). The solvent is C(C)#N (acetonitrile). The product is N1=CC=C(C=C1)C1=C(C(=CC2=CC(=C(C=C12)OC)OC)C(=O)OC)C(=O)OC (1-(4-pyridyl)-2,3-bis(methoxy-carbonyl)-6,7-dimethoxynaphthalene). The yield is 72.9%. RXN SMILES: [N:1]1[CH:6]=[CH:5][C:4]([C:7]23O[CH:10]([C:11]4[C:16]2=[CH:15][C:14]([O:17][CH3:18])=[C:13]([O:19][CH3:20])[CH:12]=4)[C:9]([C:22]([O:24][CH3:25])=[O:23])=[C:8]3[C:26]([O:28][CH3:29])=[O:27])=[CH:3][CH:2]=1.FB(F)F.C(OCC)C>C(#N)C>[N:1]1[CH:6]=[CH:5][C:4]([C:7]2[C:16]3[C:11](=[CH:12][C:13]([O:19][CH3:20])=[C:14]([O:17][CH3:18])[CH:15]=3)[CH:10]=[C:9]([C:22]([O:24][CH3:25])=[O:23])[C:8]=2[C:26]([O:28][CH3:29])=[O:27])=[CH:3][CH:2]=1. Procedure: 1-(4-Pyridyl)- 2,3-bis(methoxycarbonyl)-6,7-dimethoxy-1,4-epoxy-1,4-dihydronaphthalene (3.0 g) and trifluoroborane.diethyl ether (1.95 g) are added to acetonitrile (100 ml), and the mixture is refluxed for 2 hours. The reaction solution is separated with a mixture of chloroform (300 ml) and aqueous sodium hydrogen carbonate solution (50 ml), and the organic layer is further washed with aqueous sodium hydrogen carbonate solution, dried, and concentrated. The resulting residue is washed with a sma... The reactants are COC1=CC=C(C=O)C=C1 (p-methoxybenzaldehyde), CN (methylamine), [BH4-].[Na+] (sodium borohydride). Solvent: C(C)O (ethanol), C(C)O (ethanol). Reaction conditions: time 18 hour. Yields the product CNCC1=CC=C(C=C1)OC (N-Methyl-4-methoxybenzylamine). RXN SMILES: [CH3:1][O:2][C:3]1[CH:10]=[CH:9][C:6]([CH:7]=O)=[CH:5][CH:4]=1.[CH3:11][NH2:12].[BH4-].[Na+]>C(O)C>[CH3:11][NH:12][CH2:7][C:6]1[CH:9]=[CH:10][C:3]([O:2][CH3:1])=[CH:4][CH:5]=1 |f:2.3|. Procedure details: A mixture of p-methoxybenzaldehyde (25 ml; 200 mmol) and 8M methylamine in ethanol (100 ml; 800 mmol) in 100 ml of ethanol was stirred at rt for 18 hours. After removing the volatiles in vacuo, the residue was dissolved in 300 ml of fresh ethanol and sodium borohydride (8.5 g; 225 mmol) was added portionwise over 1.5 hr. Following the addition, the reaction mixture was concentrated to ˜⅓ volume and water (50 ml) was added. After cooling in an ice bath, the stirred mixture was carefully acidified...